Dataset: the Open Reaction Database (ORD), a public repository of structured organic reaction records. Task: describe an organic reaction: reactants, conditions, products, and yield As a reaction SMILES: C(P(CCCC)CCCC)CCC.[OH:14][C:15]1[CH:16]=[C:17]([CH2:21][C:22]([O:24][CH2:25][CH3:26])=[O:23])[CH:18]=[CH:19][CH:20]=1.[Br:27][C:28]1[CH:33]=[CH:32][C:31]([C:34]2[CH:39]=[CH:38][C:37](/[C:40](/[CH3:44])=[CH:41]/[CH2:42]O)=[CH:36][CH:35]=2)=[CH:30][CH:29]=1>C1COCC1>[CH2:25]([O:24][C:22](=[O:23])[CH2:21][C:17]1[CH:18]=[CH:19][CH:20]=[C:15]([O:14][CH2:42]/[CH:41]=[C:40](/[C:37]2[CH:38]=[CH:39][C:34]([C:31]3[CH:30]=[CH:29][C:28]([Br:27])=[CH:33][CH:32]=3)=[CH:35][CH:36]=2)\[CH3:44])[CH:16]=1)[CH3:26]. Solvent: C1CCOC1 (THF). The product is C(C)OC(CC1=CC(=CC=C1)OC\C=C(/C)\C1=CC=C(C=C1)C1=CC=C(C=C1)Br)=O ((E)-{3-[3-(4′-Bromo-biphenyl-4-yl)-but-2-enyloxy]-phenyl}-acetic acid ethyl ester). Procedure details: Under a atmosphere of nitrogen, azodicarboxylic dipiperidide (353 mg, 1.4 mmol) was added at 0-5° C. to a stirred solution of tributylphosphine (0.4 mL, 1.4 mmol), ethyl 3-hydroxyphenylacetate (120 mg, 0.7 mmol) and (E)-3-(4′-bromo-biphenyl-4-yl)-but-2-en-1-ol (200 mg, 0.7 mmol) in dry THF (10 ml), the mixture stirred for 16 h, filtered and concentrated in vacuo. The crude product was then purified by column chromatography on silica (eluent: 20% ethyl acetate in heptane) to give 168 mg (44%) of ... Yield: 51.6%. Run at time 16 hour. Starting materials: azodicarboxylic dipiperidide, C(CCC)P(CCCC)CCCC (tributylphosphine), OC=1C=C(C=CC1)CC(=O)OCC (ethyl 3-hydroxyphenylacetate), BrC1=CC=C(C=C1)C1=CC=C(C=C1)/C(=C/CO)/C ((E)-3-(4′-bromo-biphenyl-4-yl)-but-2-en-1-ol). The reactants are COC(CCN(CCCCN1CCCCC1)CC1=CC=C(C=C1)CN(CC=1N(C=CN1)C)CC=1NC=CN1)=O (3-[(4-[[(1H-imidazol-2-ylmethyl)-(1-methyl-1H-imidazol-2-ylmethyl)-amino]-methyl]-benzyl)-(4-piperidin-1-yl-butyl)-amino]-propionic acid methyl ester), Cl (hydrochloric acid). The solvent is O (water). Product: N1C(=NC=C1)CN(CC=1N(C=CN1)C)CC1=CC=C(CN(CCC(=O)O)CCCCN2CCCCC2)C=C1 (3-[(4-[[(1H-imidazol-2-ylmethyl)-(1-methyl-1H-imidazol-2-ylmethyl)-amino]-methyl]-benzyl)-(4-piperidin-1-yl-butyl)-amino]-propionic acid). Yield: 103.6%. Reaction SMILES: C[O:2][C:3](=[O:39])[CH2:4][CH2:5][N:6]([CH2:17][C:18]1[CH:23]=[CH:22][C:21]([CH2:24][N:25]([CH2:33][C:34]2[NH:35][CH:36]=[CH:37][N:38]=2)[CH2:26][C:27]2[N:28]([CH3:32])[CH:29]=[CH:30][N:31]=2)=[CH:20][CH:19]=1)[CH2:7][CH2:8][CH2:9][CH2:10][N:11]1[CH2:16][CH2:15][CH2:14][CH2:13][CH2:12]1.Cl>O>[NH:38]1[CH:37]=[CH:36][N:35]=[C:34]1[CH2:33][N:25]([CH2:24][C:21]1[CH:20]=[CH:19][C:18]([CH2:17][N:6]([CH2:7][CH2:8][CH2:9][CH2:10][N:11]2[CH2:16][CH2:15][CH2:14][CH2:13][CH2:12]2)[CH2:5][CH2:4][C:3]([OH:39])=[O:2])=[CH:23][CH:22]=1)[CH2:26][C:27]1[N:28]([CH3:32])[CH:29]=[CH:30][N:31]=1. Procedure: The compound (333 mg) obtained in Example 62-3 was dissolved in water (0.5 ml) and concentrated hydrochloric acid (6.0 ml) and the whole was refluxed under heating for 2 hours. After completion of the reaction, the solvent was distilled off, thereby obtaining a hydrochloride (336 mg) of the subject compound as a white solid. The reactants are N1CCC(CC1)CCC(=O)OC (Methyl 3-[piperid-4-yl]propionate), C(C)(=O)OC(C)=O (acetic anhydride). Run in CO (methanol). Product: C(C)(=O)N1CCC(CC1)CCC(=O)OC (methyl 3-[1-acetyl-piperid-4-yl]propionate). Reaction SMILES: [NH:1]1[CH2:6][CH2:5][CH:4]([CH2:7][CH2:8][C:9]([O:11][CH3:12])=[O:10])[CH2:3][CH2:2]1.[C:13](OC(=O)C)(=[O:15])[CH3:14]>CO>[C:13]([N:1]1[CH2:6][CH2:5][CH:4]([CH2:7][CH2:8][C:9]([O:11][CH3:12])=[O:10])[CH2:3][CH2:2]1)(=[O:15])[CH3:14]. Reported procedure: Methyl 3-[piperid-4-yl]propionate (11 g) and acetic anhydride (35 ml) were heated together on a steam bath for 1 hour. The mixture was cooled and methanol (50 ml) was added to destroy excess anhydride. The solution was evaporated to dryness in vacuo and the residue was partitioned between chloroform (200 ml) and 2 N hydrochloric acid (100 ml) dried (Na2CO3) and evaporated to give methyl 3-[1-acetyl-piperid-4-yl]propionate (13 g) as an oil.